This data is from the Open Reaction Database (ORD), a public repository of structured organic reaction records. The task is: describe an organic reaction: reactants, conditions, products, and yield Starting materials: C1CCOC1, OC(c1ccccn1)c1cc2ccncc2[nH]1. The product is O=C(c1ccccn1)c1cc2ccncc2[nH]1. As a reaction SMILES: [O:18]1[CH2:19][CH2:20][CH2:21][CH2:22]1.[n:1]1[c:2]([CH:7]([OH:8])[c:9]2[cH:10][c:11]3[c:12]([cH:13][n:14][cH:15][cH:16]3)[nH:17]2)[cH:3][cH:4][cH:5][cH:6]1>>[n:1]1[c:2]([C:7](=[O:8])[c:9]2[cH:10][c:11]3[c:12]([cH:13][n:14][cH:15][cH:16]3)[nH:17]2)[cH:3][cH:4][cH:5][cH:6]1.